From a dataset of the Open Reaction Database (ORD), a public repository of structured organic reaction records. describe an organic reaction: reactants, conditions, products, and yield Starting materials: O (H2O), CO (MeOH), C(#N)C1=C(C(=O)C(=C(C1=O)Cl)Cl)C#N (DDQ), C1SCCC2=CC=CC=C12 (thioisochroman). Solvent: C(Cl)Cl (CH2Cl2). Reaction conditions: time 8 hour. Product: C1SC=CC2=C1C=C1C=CC=CC1=C2 (naptho[2,3-C] thiopyran). Yield: 47.9%. RXN SMILES: [CH2:1]1[C:10]2[C:5](=[CH:6][CH:7]=[CH:8][CH:9]=2)[CH2:4][CH2:3][S:2]1.CO.[C:13]([C:15]1C(=O)C(Cl)=C(Cl)[C:17](=O)[C:16]=1C#N)#N.O>C(Cl)Cl>[CH2:1]1[C:10]2[CH:9]=[C:8]3[C:7](=[CH:6][C:5]=2[CH:4]=[CH:3][S:2]1)[CH:17]=[CH:16][CH:15]=[CH:13]3. Reported procedure: The thioisochroman from step 1 (Example 13) (100.0 mg,0.40 mmmol) was dissolved in CH2Cl2 (12 ml) and MeOH (4 ml) followed by the addition of DDQ (109.0 mg,0.48 mmol,1.2 eq [2]) at R.T. The resulting mixture was stirred at room temperature overnight. H2O was added and it was extracted with CH2Cl2. The combined organic phases were washed with water, dried over MgSO4, filtered and concentrated in vacuum. The crude obtained was flash chromatographed using toluene:ethylacetate (95:5) to give the tra... The reactants are C1CCOC1 (THF), ClC1=NC=C(C=C1C(F)(F)F)Cl (2,5-dichloro-3-trifluoromethylpyridine), [H-].[Na+] (sodium hydride), CON=C(C1=C(C=CC=C1)CO)C1=NOC(=C1)C (2-hydroxymethylphenyl 5-methylisoxazol-3-yl ketone O-methyloxime). Solvent: O (Water). Run at time 8 hour. The product is CON=C(C1=C(C=CC=C1)COC1=NC=C(C=C1C(F)(F)F)Cl)C1=NOC(=C1)C (2-(5-chloro-3-trifluoromethyl-2-pyridyloxymethyl)phenyl 5-methylisoxazol-3-yl ketone O-methyloxime). Yield: 96.3%. Reaction SMILES: C1COCC1.Cl[C:7]1[C:12]([C:13]([F:16])([F:15])[F:14])=[CH:11][C:10]([Cl:17])=[CH:9][N:8]=1.[H-].[Na+].[CH3:20][O:21][N:22]=[C:23]([C:32]1[CH:36]=[C:35]([CH3:37])[O:34][N:33]=1)[C:24]1[CH:29]=[CH:28][CH:27]=[CH:26][C:25]=1[CH2:30][OH:31]>O>[CH3:20][O:21][N:22]=[C:23]([C:32]1[CH:36]=[C:35]([CH3:37])[O:34][N:33]=1)[C:24]1[CH:29]=[CH:28][CH:27]=[CH:26][C:25]=1[CH2:30][O:31][C:7]1[C:12]([C:13]([F:16])([F:15])[F:14])=[CH:11][C:10]([Cl:17])=[CH:9][N:8]=1 |f:2.3|. Procedure details: THF (3 ml), 2,5-dichloro-3-trifluoromethylpyridine (0.32 g, 1.5 mmol) and 60% sodium hydride (0.05 g, 1.2 mmol) were added to 2-hydroxymethylphenyl 5-methylisoxazol-3-yl ketone O-methyloxime (0.25 g, 1.0 mmol) under ice-cooling, and the mixture was stirred at room temperature overnight. Water (100 ml) was added to the reaction mixture, and the mixture was extracted with ether (150 ml). The extract was dried over anhydrous magnesium sulfate and concentrated under reduced pressure. The residue was... The reactants are C1(=CC=CC2=CC=CC=C12)O (α-naphthol), NC1=CC=CC=C1 (aniline), P(OC1=CC=CC=C1)(OC1=CC=CC=C1)[O-] (diphenyl phosphite). Solvent: O (water). Conditions: temperature 197 celsius. The product is C1(=CC=CC=C1)NC1=CC=CC2=CC=CC=C12 (N-phenyl-α-naphthylamine). Yield: 85.0%. As a reaction SMILES: [C:1]1(O)[C:10]2[C:5](=[CH:6][CH:7]=[CH:8][CH:9]=2)[CH:4]=[CH:3][CH:2]=1.[NH2:12][C:13]1[CH:18]=[CH:17][CH:16]=[CH:15][CH:14]=1.P([O-])(OC1C=CC=CC=1)OC1C=CC=CC=1>O>[C:13]1([NH:12][C:1]2[C:10]3[C:5](=[CH:6][CH:7]=[CH:8][CH:9]=3)[CH:4]=[CH:3][CH:2]=2)[CH:18]=[CH:17][CH:16]=[CH:15][CH:14]=1. Reported procedure: 288 parts of α-naphthol, 205 parts of aniline and 10 parts of diphenyl phosphite are mixed and heated to 197° C. The elimination of water commences at this temperature and has ended when the internal temperature is 235° C. 31 parts of water are removed in the course of 8 hours. After distilling off excess α-naphthol and aniline, 372 parts of phenyl-α-naphthylamine are obtained at a boiling point of 202° - 204° C/5 mm Hg; the product has a melting point of 55° - 58° C and corresponds to a yield o... The reactants are CC(C)=O, CC(O)CCCCCCCCC=C(F)F. The product is CC(=O)CCCCCCCCC=C(F)F. As a reaction SMILES: [CH3:16][C:17](=[O:18])[CH3:19].[F:1][C:2](=[CH:3][CH2:4][CH2:5][CH2:6][CH2:7][CH2:8][CH2:9][CH2:10][CH2:11][CH:12]([CH3:13])[OH:14])[F:15]>>[F:1][C:2](=[CH:3][CH2:4][CH2:5][CH2:6][CH2:7][CH2:8][CH2:9][CH2:10][CH2:11][C:12]([CH3:13])=[O:14])[F:15]. Reactants: BrC=1C=CC=2N(C1)C(=CN2)C=2C=NC(=C(C2)OC)OC (6-bromo-3-(5,6-dimethoxypyridin-3-yl)imidazo[1,2-a]pyridine), N1CCOCC1 (morpholine), C1(=CC=CC=C1)P(C1=C(C2=CC=CC=C2C=C1)C1=C(C=CC2=CC=CC=C12)P(C1=CC=CC=C1)C1=CC=CC=C1)C1=CC=CC=C1 (2-(diphenylphosphino)-1-(2-(diphenylphosphino)naphthalen-1-yl)naphthalene), CC(C)([O-])C.[Na+] (sodium tert-butoxide). The reagents and catalysts are C=1C=CC(=CC1)/C=C/C(=O)/C=C/C2=CC=CC=C2.C=1C=CC(=CC1)/C=C/C(=O)/C=C/C2=CC=CC=C2.C=1C=CC(=CC1)/C=C/C(=O)/C=C/C2=CC=CC=C2.[Pd].[Pd] (Tris(dibenzylideneacetone)dipalladium(0)). Run in C1(=CC=CC=C1)C (toluene). Run at temperature 100 celsius. The product is COC=1C=C(C=NC1OC)C1=CN=C2N1C=C(C=C2)N2CCOCC2 (3-(5,6-Dimethoxy-3-pyridinyl)-6-(4-morpholinyl)imidazo[1,2-a]pyridine). Yield: 19.6%. RXN SMILES: Br[C:2]1[CH:3]=[CH:4][C:5]2[N:6]([C:8]([C:11]3[CH:12]=[N:13][C:14]([O:19][CH3:20])=[C:15]([O:17][CH3:18])[CH:16]=3)=[CH:9][N:10]=2)[CH:7]=1.[NH:21]1[CH2:26][CH2:25][O:24][CH2:23][CH2:22]1.C1(P(C2C=CC=CC=2)C2C=CC3C(=CC=CC=3)C=2C2C3C(=CC=CC=3)C=CC=2P(C2C=CC=CC=2)C2C=CC=CC=2)C=CC=CC=1.CC(C)([O-])C.[Na+]>C1C=CC(/C=C/C(/C=C/C2C=CC=CC=2)=O)=CC=1.C1C=CC(/C=C/C(/C=C/C2C=CC=CC=2)=O)=CC=1.C1C=CC(/C=C/C(/C=C/C2C=CC=CC=2)=O)=CC=1.[Pd].[Pd].C1(C)C=CC=CC=1>[CH3:18][O:17][C:15]1[CH:16]=[C:11]([C:8]2[N:6]3[CH:7]=[C:2]([N:21]4[CH2:26][CH2:25][O:24][CH2:23][CH2:22]4)[CH:3]=[CH:4][C:5]3=[N:10][CH:9]=2)[CH:12]=[N:13][C:14]=1[O:19][CH3:20] |f:3.4,5.6.7.8.9|. Reported procedure: To a 5 mL microwave tube was added 6-bromo-3-(5,6-dimethoxypyridin-3-yl)imidazo[1,2-a]pyridine (0.050 g, 0.15 mmol), morpholine (0.020 g, 0.22 mmol), 2-(diphenylphosphino)-1-(2-(diphenylphosphino)naphthalen-1-yl)naphthalene (0.0028 g, 0.0045 mmol), Tris(dibenzylideneacetone)dipalladium(0) (0.0014 g, 0.0015 mmol), sodium tert-butoxide (0.020 g, 0.21 mmol), and toluene (3 mL). The resulting reaction mixture was sealed and heated to 100° C. in closed system for 6 h. The reaction was cooled and the ... The reactants are CN1CCOc2cc(O)ccc21, O=C1C(=O)N(C(c2ccccc2)c2ccccc2)c2c(Cl)cccc21, O=C1C(=O)N(Cc2ccc(C(F)(F)F)o2)c2ccccc21, Oc1ccc2c(c1)OCC2. The product is CN1CCOc2cc(O)c(C3(O)C(=O)N(Cc4ccc(C(F)(F)F)o4)c4ccccc43)cc21. Reaction SMILES: [CH3:1][N:2]1[c:3]2[c:4]([cH:8][c:9]([OH:12])[cH:10][cH:11]2)[O:5][CH2:6][CH2:7]1.[Cl:44][c:45]1[cH:46][cH:47][cH:48][c:49]2[c:50]1[N:51]([CH:52]([c:53]1[cH:54][cH:55][cH:56][cH:57][cH:58]1)[c:59]1[cH:60][cH:61][cH:62][cH:63][cH:64]1)[C:65](=[O:66])[C:67]2=[O:68].[F:23][C:24]([c:25]1[cH:26][cH:27][c:28]([CH2:30][N:31]2[C:32](=[O:41])[C:33](=[O:40])[c:34]3[cH:35][cH:36][cH:37][cH:38][c:39]32)[o:29]1)([F:42])[F:43].[O:13]1[c:14]2[cH:15][c:16]([OH:17])[cH:18][cH:19][c:20]2[CH2:21][CH2:22]1>>[CH3:1][N:2]1[c:3]2[c:4]([cH:8][c:9]([OH:12])[c:10]([C:33]3([OH:40])[C:32](=[O:41])[N:31]([CH2:30][c:28]4[cH:27][cH:26][c:25]([C:24]([F:23])([F:42])[F:43])[o:29]4)[c:39]4[c:34]3[cH:35][cH:36][cH:37][cH:38]4)[cH:11]2)[O:5][CH2:6][CH2:7]1. The reactants are [BH4-], CO, COc1ccc2c(c1)CCN=C2c1cccs1, [Na+]. Yields the product COc1ccc2c(c1)CCNC2c1cccs1. RXN SMILES: [BH4-:1].[CH3:20][OH:21].[CH3:3][O:4][c:5]1[cH:6][c:7]2[c:12]([cH:13][cH:14]1)[C:11]([c:15]1[s:16][cH:17][cH:18][cH:19]1)=[N:10][CH2:9][CH2:8]2.[Na+:2]>>[CH3:3][O:4][c:5]1[cH:6][c:7]2[c:12]([cH:13][cH:14]1)[CH:11]([c:15]1[s:16][cH:17][cH:18][cH:19]1)[NH:10][CH2:9][CH2:8]2. Reactants: Br[Mg]c2cc1ccccc1c3ccccc23 (effective_coupling_partner), c1ccc3c(c1)oc2ccccc23 (substrate). Conditions: temperature 80 celsius, time 2 hour. Product: c5cc(O)c(c1ccccc1c3cc2ccccc2c4ccccc34)cc5. The reactants are C(C)(C)(C)OC(=O)N1C(C(CC1)(C(C(=O)OC(C)(C)C)C(=C)C)CC(C)C)=O (tert-butyl N-tert-butyloxycarbonyl-3-(2-methylpropyl)-2-oxo-α-(propen-2-yl)-3-pyrrolidineacetate), C[O-].[Mg+2].C[O-] (magnesium methoxide), resultant solution. Run in CO (MeOH). Yields the product CC(CC1(C(NCC1)=O)C(C(=O)OC(C)(C)C)C(=C)C)C (tert-Butyl 3-(2-Methylpropyl)-2-oxo-α-(propen-2-yl)-3-pyrrolidineacetate). Isolated yield 117.4%. Reaction SMILES: C(OC([N:8]1[CH2:12][CH2:11][C:10]([CH2:24][CH:25]([CH3:27])[CH3:26])([CH:13]([C:21]([CH3:23])=[CH2:22])[C:14]([O:16][C:17]([CH3:20])([CH3:19])[CH3:18])=[O:15])[C:9]1=[O:28])=O)(C)(C)C.C[O-].[Mg+2].C[O-]>CO>[CH3:26][CH:25]([CH3:27])[CH2:24][C:10]1([CH:13]([C:21]([CH3:23])=[CH2:22])[C:14]([O:16][C:17]([CH3:19])([CH3:18])[CH3:20])=[O:15])[CH2:11][CH2:12][NH:8][C:9]1=[O:28] |f:1.2.3|. Reported procedure: A solution of tert-butyl N-tert-butyloxycarbonyl-3-(2-methylpropyl)-2-oxo-α-(propen-2-yl)-3-pyrrolidineacetate (5.40 g, 13.7 mmol) in MeOH (70 mL) is treated with magnesium methoxide (74.7 mL, 68.5 mmol, 10.3 wt % in MeOH). The resultant solution is stirred under N2 at room temperature for 16 hours. The solution is quenched with 1:1 glacial AcOH/H2O (100 mL). The solution is reduced to a minimal volume under reduced pressure, and the unprotected lactam is extracted into CH2Cl2 (3×100 mL). The or... Reactants: CC(C)(C)OC(=O)NC(CCCCNC(=O)OCc1ccccc1)C(=O)O, ClCCl, Nc1nncs1. Product: CC(C)(C)OC(=O)NC(CCCCNC(=O)OCc1ccccc1)C(=O)Nc1nncs1. RXN SMILES: [CH2:1]([c:2]1[cH:3][cH:4][cH:5][cH:6][cH:7]1)[O:8][C:9](=[O:10])[NH:11][CH2:12][CH2:13][CH2:14][CH2:15][CH:16]([C:17](=[O:18])[OH:19])[NH:20][C:21](=[O:22])[O:23][C:24]([CH3:25])([CH3:26])[CH3:27].[Cl:34][CH2:35][Cl:36].[NH2:28][c:29]1[s:30][cH:31][n:32][n:33]1>>[CH2:1]([c:2]1[cH:3][cH:4][cH:5][cH:6][cH:7]1)[O:8][C:9](=[O:10])[NH:11][CH2:12][CH2:13][CH2:14][CH2:15][CH:16]([C:17](=[O:19])[NH:28][c:29]1[s:30][cH:31][n:32][n:33]1)[NH:20][C:21](=[O:22])[O:23][C:24]([CH3:25])([CH3:26])[CH3:27].